Dataset: the Open Reaction Database (ORD), a public repository of structured organic reaction records. Task: describe an organic reaction: reactants, conditions, products, and yield The reactants are ClC1=CC(=C(C=C1)N)C (4-chloro-2-methyl-phenylamine), IN1C(CCC1=O)=O (N-iodo succinimide). Run in C(C)(=O)O (acetic acid). Reaction conditions: temperature 25 celsius, time 16 hour. Yields the product ClC1=CC(=C(C(=C1)C)N)I (4-chloro-2-iodo-6-methyl-phenylamine). The yield is 79.4%. RXN SMILES: [Cl:1][C:2]1[CH:7]=[CH:6][C:5]([NH2:8])=[C:4]([CH3:9])[CH:3]=1.[I:10]N1C(=O)CCC1=O>C(O)(=O)C>[Cl:1][C:2]1[CH:3]=[C:4]([CH3:9])[C:5]([NH2:8])=[C:6]([I:10])[CH:7]=1. Procedure: To a solution of 4-chloro-2-methyl-phenylamine (1 g, 7.06 mmol) in acetic acid (20 ml) was added N-iodo succinimide (2.38 g, 10.59 mmol) portion wise at 25° C. under nitrogen. The reaction mixture was stirred at 25° C. for 16 h. The volatiles were removed in vacuo and the resultant crude residue was diluted with EtOAc (40 ml). The organic layer was washed with aqueous 1N NaOH solution (2×15 ml), followed by aqueous Na2S2O3 solution (2×15 ml), and brine (20 ml). The organic layer was dried over a... The reactants are FC1=CC=C(CNC(=O)N2CCC(CC2)NC2=CC=C(C=C2)CCN)C=C1 (4-[4-(2-Amino-ethyl)-phenylamino]-piperidine-1-carboxylic acid 4-fluoro-benzylamide), C(C)(C)(C)[Si](C1=CC=CC=C1)(C1=CC=CC=C1)OC1=CC(=CC=C1)OC[C@H]1OC1 (tert-butyl{3-[(2S)oxiranylmethoxy]phenoxy}diphenylsilane). Product: FC1=CC=C(CNC(=O)N2CCC(CC2)NC2=CC=C(C=C2)CCNC[C@@H](COC2=CC(=CC=C2)O)O)C=C1 (4-(4-{2-[(2S)-2-Hydroxy-3-(3-hydroxy-phenoxy)-propylamino]-ethyl}-phenylamino)-piperidine-1-carboxylic acid 4-fluoro-benzylamide). Reaction SMILES: [F:1][C:2]1[CH:27]=[CH:26][C:5]([CH2:6][NH:7][C:8]([N:10]2[CH2:15][CH2:14][CH:13]([NH:16][C:17]3[CH:22]=[CH:21][C:20]([CH2:23][CH2:24][NH2:25])=[CH:19][CH:18]=3)[CH2:12][CH2:11]2)=[O:9])=[CH:4][CH:3]=1.C([Si]([O:45][C:46]1[CH:51]=[CH:50][CH:49]=[C:48]([O:52][CH2:53][C@@H:54]2[CH2:56][O:55]2)[CH:47]=1)(C1C=CC=CC=1)C1C=CC=CC=1)(C)(C)C>>[F:1][C:2]1[CH:27]=[CH:26][C:5]([CH2:6][NH:7][C:8]([N:10]2[CH2:11][CH2:12][CH:13]([NH:16][C:17]3[CH:18]=[CH:19][C:20]([CH2:23][CH2:24][NH:25][CH2:56][C@H:54]([OH:55])[CH2:53][O:52][C:48]4[CH:49]=[CH:50][CH:51]=[C:46]([OH:45])[CH:47]=4)=[CH:21][CH:22]=3)[CH2:14][CH2:15]2)=[O:9])=[CH:4][CH:3]=1. Reported procedure: 4-[4-(2-Amino-ethyl)-phenylamino]-piperidine-1-carboxylic acid 4-fluoro-benzylamide (0.66 g, 1.6 mmol) was reacted tert-butyl{3-[(2S)oxiranylmethoxy]phenoxy}diphenylsilane according to Procedure G to yield the title compound (0.284 g, 0.4 mmol). The reactants are BrC=1C=C(C=NC1Cl)O (5-bromo-6-chloropyridin-3-ol), COC=1C=CC=C(C1C=2C=CC=CC2P(C3CCCCC3)C4CCCCC4)OC (S-Phos), BrC=1C=C(C=NC1Cl)O (5-bromo-6-chloropyridin-3-ol), II (iodine), C(C1=CC=CC=C1)Br (benzyl bromide). Reagents/catalysts: C=1C=CC(=CC1)/C=C/C(=O)/C=C/C2=CC=CC=C2.C=1C=CC(=CC1)/C=C/C(=O)/C=C/C2=CC=CC=C2.C=1C=CC(=CC1)/C=C/C(=O)/C=C/C2=CC=CC=C2.[Pd].[Pd] (Pd2(dba)3), [Zn] (zinc). The solvent is CN(C)C=O (DMF). Reaction conditions: temperature 0 celsius, time 30 minute. Yields the product C(C1=CC=CC=C1)C=1C=C(C=NC1Cl)O (5-Benzyl-6-chloropyridin-3-ol). As a reaction SMILES: Br[C:2]1[CH:3]=[C:4]([OH:9])[CH:5]=[N:6][C:7]=1[Cl:8].II.[CH2:12](Br)[C:13]1[CH:18]=[CH:17][CH:16]=[CH:15][CH:14]=1.COC1C=CC=C(OC)C=1C1C=CC=CC=1P(C1CCCCC1)C1CCCCC1>[Zn].C1C=CC(/C=C/C(/C=C/C2C=CC=CC=2)=O)=CC=1.C1C=CC(/C=C/C(/C=C/C2C=CC=CC=2)=O)=CC=1.C1C=CC(/C=C/C(/C=C/C2C=CC=CC=2)=O)=CC=1.[Pd].[Pd].CN(C=O)C>[CH2:12]([C:2]1[CH:3]=[C:4]([OH:9])[CH:5]=[N:6][C:7]=1[Cl:8])[C:13]1[CH:18]=[CH:17][CH:16]=[CH:15][CH:14]=1 |f:5.6.7.8.9|. Procedure details: Starting material (5-bromo-6-chloropyridin-3-ol) is available from a published 3-step procedure: Synthesis, 1990, 499-501. To an oven-dried flask was added zinc (2.45 g, 37.4 mmol) and a crystal of iodine. The mixture was heated with a heat gun for 10 min under vacuum and then allowed to cool under Ar atmosphere. After charging the flask with degassed DMF (10 mL), the mixture was cooled to 0° C., and benzyl bromide (2.96 mL, 24.9 mmol) was added. After stirring the resulting mixture at 0° C. for...